This data is from the Open Reaction Database (ORD), a public repository of structured organic reaction records. The task is: describe an organic reaction: reactants, conditions, products, and yield The reactants are BrC1=C2C(C(=CN(C2=C(C(=C1F)F)F)C1CC1)C(=O)OCC)=O (ethyl 5-bromo-1-cyclopropyl-6,7,8-trifluoro-1,4-dihydro-4-oxo-3-quinolinecarboxylate), C(CCC)C(=C(CCCC)CCCC)[SnH3] (tributylvinylstannane). Reagents/catalysts: C=1C=CC(=CC1)[P](C=2C=CC=CC2)(C=3C=CC=CC3)[Pd]([P](C=4C=CC=CC4)(C=5C=CC=CC5)C=6C=CC=CC6)([P](C=7C=CC=CC7)(C=8C=CC=CC8)C=9C=CC=CC9)[P](C=1C=CC=CC1)(C=1C=CC=CC1)C=1C=CC=CC1 (tetrakis(triphenylphosphine)palladium(0)). Solvent: C1(=CC=CC=C1)C (toluene). Reaction conditions: temperature -18 celsius. The product is C1(CC1)N1C=C(C(C2=C(C(=C(C(=C12)F)F)F)C=C)=O)C(=O)OCC (Ethyl 1-cyclopropyl-6,7,8-trifluoro-1,4-dihydro-4-oxo-5-vinyl-3-quinolinecarboxylate). RXN SMILES: Br[C:2]1[C:11]([F:12])=[C:10]([F:13])[C:9]([F:14])=[C:8]2[C:3]=1[C:4](=[O:23])[C:5]([C:18]([O:20][CH2:21][CH3:22])=[O:19])=[CH:6][N:7]2[CH:15]1[CH2:17][CH2:16]1.[CH2:24](C([SnH3])=C(CCCC)CCCC)[CH2:25]CC>C1(C)C=CC=CC=1.C1C=CC([P]([Pd]([P](C2C=CC=CC=2)(C2C=CC=CC=2)C2C=CC=CC=2)([P](C2C=CC=CC=2)(C2C=CC=CC=2)C2C=CC=CC=2)[P](C2C=CC=CC=2)(C2C=CC=CC=2)C2C=CC=CC=2)(C2C=CC=CC=2)C2C=CC=CC=2)=CC=1>[CH:15]1([N:7]2[C:8]3[C:3](=[C:2]([CH:24]=[CH2:25])[C:11]([F:12])=[C:10]([F:13])[C:9]=3[F:14])[C:4](=[O:23])[C:5]([C:18]([O:20][CH2:21][CH3:22])=[O:19])=[CH:6]2)[CH2:17][CH2:16]1 |^1:49,51,70,89|. Procedure details: 5.9 g of ethyl 5-bromo-1-cyclopropyl-6,7,8-trifluoro-1,4-dihydro-4-oxo-3-quinolinecarboxylate, 6.7 g of tributylvinylstannane and 0.69 g of tetrakis(triphenylphosphine)palladium(0) are refluxed for 10 hours in 60 ml of absolute toluene under a nitrogen atmosphere. The reaction mixture is cooled to -18° C., and the solid which has precipitated is filtered off with suction, washed with toluene and dried. 4.46 of the title compound are obtained (88% of theory). The reactants are BrC1=C(C=CC=C1)O (2-bromophenol), C1(=CC=CC=C1)B(O)O (phenylboronic acid), TEA. Reagents/catalysts: CC(=O)[O-].CC(=O)[O-].[Cu+2] (Cu(OAc)2). The solvent is C(Cl)Cl (DCM). Run at time 16 hour. Yields the product BrC1=C(C=CC=C1)OC1=CC=CC=C1 (Bromo-2-phenoxybenzene). The yield is 42.1%. As a reaction SMILES: [Br:1][C:2]1[CH:7]=[CH:6][CH:5]=[CH:4][C:3]=1[OH:8].[C:9]1(B(O)O)[CH:14]=[CH:13][CH:12]=[CH:11][CH:10]=1>C(Cl)Cl.CC([O-])=O.CC([O-])=O.[Cu+2]>[Br:1][C:2]1[CH:7]=[CH:6][CH:5]=[CH:4][C:3]=1[O:8][C:9]1[CH:14]=[CH:13][CH:12]=[CH:11][CH:10]=1 |f:3.4.5|. Procedure: To a solution of 2-bromophenol (1 g, 5.84 mmol), phenylboronic acid (1.42 g, 11.69 mmol) and TEA (2.95 g, 29.2 mmol) in DCM (30 mL) was added Cu(OAc)2 (1.05 g, 5.84 mmol) and 4 Å molecular sieves (500 mg). The reaction mixture was stirred at room temperature over air with a dry tube attached for 16 h. The mixture was filtered and the filtrate was washed by water (50 mL) and brine (30 mL). The organic layer was dried over anhydrous Na2SO4, filtered and concentrated with the residue purified by co... Reactants: C=CCc1c(O)c(OC)cc2ncnc(Nc3ccc(F)c(Cl)c3)c12, CI, CC(C)=O, [K+], [K+], O=C([O-])[O-]. Yields the product C=CCc1c(OC)c(OC)cc2ncnc(Nc3ccc(F)c(Cl)c3)c12. Reaction SMILES: [CH2:1]([CH:2]=[CH2:3])[c:4]1[c:5]2[c:6]([NH:17][c:18]3[cH:19][c:20]([Cl:25])[c:21]([F:24])[cH:22][cH:23]3)[n:7][cH:8][n:9][c:10]2[cH:11][c:12]([O:15][CH3:16])[c:13]1[OH:14].[CH3:32][I:33].[CH3:34][C:35](=[O:36])[CH3:37].[K+:26].[K+:27].[O-:28][C:29]([O-:30])=[O:31]>>[CH2:1]([CH:2]=[CH2:3])[c:4]1[c:5]2[c:6]([NH:17][c:18]3[cH:19][c:20]([Cl:25])[c:21]([F:24])[cH:22][cH:23]3)[n:7][cH:8][n:9][c:10]2[cH:11][c:12]([O:15][CH3:16])[c:13]1[O:14][CH3:29]. Reactants: C(c1csc(c2ccccc2)n1)=O, CC1=CN=C(C=C1)N, [C-]#[N+]C1CCCCC1. Reagents/catalysts: O=C(O)C(F)(F)F (trifluoroacetic acid). The solvent is CC(C)O (isopropyl alcohol), CC(C)O (isopropylalcohol). Reaction conditions: temperature 22 celsius, time 20 hour. The product is Cc1ccc2nc(c3csc(c4ccccc4)n3)c(NC3CCCCC3)n2c1. Yield: 100.0%. Reaction SMILES: CC1=CC=C(N)N=C1.[C-]#[N+]C1CCCCC1.O=CC1=CSC(=N1)C1=CC=CC=C1>>CC1=CN2C(C=C1)=NC(C1=CSC(=N1)C1=CC=CC=C1)=C2NC1CCCCC1. Starting materials: CCOCC, O=[N+]([O-])c1ccccc1SCl, N#Cc1ccc2cc[nH]c2c1. Yields the product N#Cc1ccc2c(Sc3ccccc3[N+](=O)[O-])c[nH]c2c1. RXN SMILES: [CH3:23][CH2:24][O:25][CH2:26][CH3:27].[N+:12](=[O:13])([O-:14])[c:15]1[c:16]([S:21][Cl:22])[cH:17][cH:18][cH:19][cH:20]1.[nH:1]1[cH:2][cH:3][c:4]2[cH:5][cH:6][c:7]([C:10]#[N:11])[cH:8][c:9]12>>[nH:1]1[cH:2][c:3]([S:21][c:16]2[c:15]([N+:12](=[O:13])[O-:14])[cH:20][cH:19][cH:18][cH:17]2)[c:4]2[cH:5][cH:6][c:7]([C:10]#[N:11])[cH:8][c:9]12. Reactants: BrCC1=CC(=C(C=C1)C(CN1N=CC(=CC1=O)OCC1=NC=C(C=C1)F)=O)C (2-[2-(4-Bromomethyl-2-methyl-phenyl)-2-oxo-ethyl]-5-(5-fluoro-pyridin-2-ylmethoxy)-2H-pyridazin-3-one), N1CCCC1 (pyrrolidine). Run in CN(C)C=O (DMF). Conditions: time 60 minute. The product is FC=1C=CC(=NC1)COC1=CC(N(N=C1)CC(=O)C1=C(C=C(C=C1)CN1CCCC1)C)=O (5-(5-Fluoro-pyridin-2-ylmethoxy)-2-[2-(2-methyl-4-pyrrolidin-1-ylmethyl-phenyl)-2-oxo-ethyl]-2H-pyridazin-3-one). As a reaction SMILES: Br[CH2:2][C:3]1[CH:8]=[CH:7][C:6]([C:9](=[O:27])[CH2:10][N:11]2[C:16](=[O:17])[CH:15]=[C:14]([O:18][CH2:19][C:20]3[CH:25]=[CH:24][C:23]([F:26])=[CH:22][N:21]=3)[CH:13]=[N:12]2)=[C:5]([CH3:28])[CH:4]=1.[NH:29]1[CH2:33][CH2:32][CH2:31][CH2:30]1>CN(C=O)C>[F:26][C:23]1[CH:24]=[CH:25][C:20]([CH2:19][O:18][C:14]2[CH:13]=[N:12][N:11]([CH2:10][C:9]([C:6]3[CH:7]=[CH:8][C:3]([CH2:2][N:29]4[CH2:33][CH2:32][CH2:31][CH2:30]4)=[CH:4][C:5]=3[CH3:28])=[O:27])[C:16](=[O:17])[CH:15]=2)=[N:21][CH:22]=1. Procedure: To a solution of 2-[2-(4-bromomethyl-2-methyl-phenyl)-2-oxo-ethyl]-5-(5-fluoro-pyridin-2-ylmethoxy)-2H-pyridazin-3-one (preparation 6b, 112 mg, 0.25 mmol) in DMF (2 mL) is added pyrrolidine (63 μL, 0.75 mmol). The reaction mixture is stirred for 60 min at room temperature. The mixture is purified via reverse phase HPLC chromatography (Gilson Xbridge C18 5 μm, gradient 5%→90% acetonitrile in water+0.3% NH4OH, 120 mL/min).